From a dataset of the Open Reaction Database (ORD), a public repository of structured organic reaction records. describe an organic reaction: reactants, conditions, products, and yield The reactants are C(C)(C)(C)OC(NC1CCC(CC1)=C)=O ((4-Methylene-cyclohexyl)-carbamic acid tert-butyl ester), ClC1=CC(=CC=C1)C(=O)OO (3-chloroperbenzoic acid). Yields the product C(C)(C)(C)OC(NC1CCC2(CO2)CC1)=O ((1-Oxa-spiro[2,5]oct-6-yl)-carbamic acid tert-butyl ester). The yield is 93.0%. RXN SMILES: [C:1]([O:5][C:6](=[O:15])[NH:7][CH:8]1[CH2:13][CH2:12][C:11](=[CH2:14])[CH2:10][CH2:9]1)([CH3:4])([CH3:3])[CH3:2].ClC1C=CC=C(C(OO)=[O:24])C=1>>[C:1]([O:5][C:6](=[O:15])[NH:7][CH:8]1[CH2:9][CH2:10][C:11]2([O:24][CH2:14]2)[CH2:12][CH2:13]1)([CH3:4])([CH3:3])[CH3:2]. Procedure details: (4-Methylene-cyclohexyl)-carbamic acid tert-butyl ester (Raju, B. et al, Bioorganic and Medicinal Chemistry Letters 2004, 14(12), 3103-3107) (2.3 g, 10.9 mmol) was treated with 3-chloroperbenzoic acid (70% purity, 3.76 g, 21.8 mmol, uncorrected) according to the method of Example 7 Step B. After work up the title compound was obtained (2.3 g, 93% yield) as a yellow solid. Reaction SMILES: C([O:3][C:4](=[O:38])[CH2:5][C:6]1[CH:7]=[C:8]([C:14]2[CH:19]=[CH:18][C:17]([C:20]3[CH:21]=[N:22][C:23]([O:26][CH2:27][CH3:28])=[CH:24][CH:25]=3)=[CH:16][C:15]=2[CH2:29][N:30]([C:33]([CH:35]2[CH2:37][CH2:36]2)=[O:34])[CH2:31][CH3:32])[C:9]([O:12][CH3:13])=[CH:10][CH:11]=1)C.[OH-].[Li+].Cl>O1CCCC1.O>[CH:35]1([C:33]([N:30]([CH2:29][C:15]2[CH:16]=[C:17]([C:20]3[CH:21]=[N:22][C:23]([O:26][CH2:27][CH3:28])=[CH:24][CH:25]=3)[CH:18]=[CH:19][C:14]=2[C:8]2[C:9]([O:12][CH3:13])=[CH:10][CH:11]=[C:6]([CH2:5][C:4]([OH:38])=[O:3])[CH:7]=2)[CH2:31][CH3:32])=[O:34])[CH2:36][CH2:37]1 |f:1.2|. Yields the product C1(CC1)C(=O)N(CC)CC1=C(C=CC(=C1)C=1C=NC(=CC1)OCC)C1=CC(=CC=C1OC)CC(=O)O ([2′-[(Cyclopropanecarbonyl-ethyl-amino)-methyl]-4′-(6-ethoxy-pyridin-3-yl)-6-methoxy-biphenyl-3-yl]-acetic acid). Procedure: [2′-[(Cyclopropanecarbonyl-ethyl-amino)-methyl]-4′-(6-ethoxy-pyridin-3-yl)-6-methoxy-biphenyl-3-yl]-acetic acid ethyl ester (0.296 g, 0.573 mmol) in tetrahydrofuran (5 mL) and water was treated with lithium hydroxide (0.090 g, 2.14 mmol) and the reaction was stirred at room temperature. When the reaction was complete by analytical LCMS, the mixture was acidified with 1N aqueous hydrochloric acid and extracted three times with ethyl acetate. The combined organic layers were dried and concentrated... The reactants are C(C)OC(CC=1C=C(C(=CC1)OC)C1=C(C=C(C=C1)C=1C=NC(=CC1)OCC)CN(CC)C(=O)C1CC1)=O ([2′-[(Cyclopropanecarbonyl-ethyl-amino)-methyl]-4′-(6-ethoxy-pyridin-3-yl)-6-methoxy-biphenyl-3-yl]-acetic acid ethyl ester), [OH-].[Li+] (lithium hydroxide), Cl (hydrochloric acid). The solvent is O1CCCC1 (tetrahydrofuran), O (water).